Dataset: the Open Reaction Database (ORD), a public repository of structured organic reaction records. Task: describe an organic reaction: reactants, conditions, products, and yield The product is Cc1onc(-c2ccc(F)cn2)c1C=O. Reaction SMILES: [C:38](=[O:39])([O-:40])[OH:41].[CH3:16][C:17]([O:18][I:19]1([O:29][C:30]([CH3:31])=[O:32])([O:33][C:34]([CH3:35])=[O:36])[c:20]2[c:21]([cH:22][cH:23][cH:24][cH:25]2)[C:26](=[O:27])[O:28]1)=[O:37].[Cl:43][CH2:44][Cl:45].[F:1][c:2]1[cH:3][cH:4][c:5](-[c:8]2[n:9][o:10][c:11]([CH3:15])[c:12]2[CH2:13][OH:14])[n:6][cH:7]1.[Na+:42]>>[F:1][c:2]1[cH:3][cH:4][c:5](-[c:8]2[n:9][o:10][c:11]([CH3:15])[c:12]2[CH:13]=[O:14])[n:6][cH:7]1. Reactants: O=C([O-])O, CC(=O)OI1(OC(C)=O)(OC(C)=O)OC(=O)c2ccccc21, ClCCl, Cc1onc(-c2ccc(F)cn2)c1CO, [Na+]. The reactants are C([O-])([O-])=O.[K+].[K+] (Potassium carbonate), OC=1C=C(C(=O)NC2=NN(C=C2)C)C=C(C1)O[C@H](COC)C (3-hydroxy-5-[(1S)-2-methoxy-(1-methylethyl)oxy]-N-(1-methyl-1H-pyrazol-3-yl)benzamide), N1(CCC1)C(=O)C=1C=CC(=NC1)Cl (5-(azetidin-1-ylcarbonyl)-2-chloropyridine). Run in C(C)#N (acetonitrile). Conditions: temperature 160 celsius. The product is N1(CCC1)C(=O)C=1C=CC(=NC1)OC=1C=C(C(=O)NC2=NN(C=C2)C)C=C(C1)O[C@H](COC)C (3-{[5-(Azetidin-1-ylcarbonyl)pyridin-2-yl]oxy}-5-{[(1S)-1-methyl-2-(methyloxy)ethyl]oxy}-N-(1-methyl-1H-pyrazol-3-yl)benzamide). Yield: 65.7%. As a reaction SMILES: C(=O)([O-])[O-].[K+].[K+].[OH:7][C:8]1[CH:9]=[C:10]([CH:20]=[C:21]([O:23][C@@H:24]([CH3:28])[CH2:25][O:26][CH3:27])[CH:22]=1)[C:11]([NH:13][C:14]1[CH:18]=[CH:17][N:16]([CH3:19])[N:15]=1)=[O:12].[N:29]1([C:33]([C:35]2[CH:36]=[CH:37][C:38](Cl)=[N:39][CH:40]=2)=[O:34])[CH2:32][CH2:31][CH2:30]1>C(#N)C>[N:29]1([C:33]([C:35]2[CH:36]=[CH:37][C:38]([O:7][C:8]3[CH:9]=[C:10]([CH:20]=[C:21]([O:23][C@@H:24]([CH3:28])[CH2:25][O:26][CH3:27])[CH:22]=3)[C:11]([NH:13][C:14]3[CH:18]=[CH:17][N:16]([CH3:19])[N:15]=3)=[O:12])=[N:39][CH:40]=2)=[O:34])[CH2:32][CH2:31][CH2:30]1 |f:0.1.2|. Procedure: Potassium carbonate (0.181 g, 1.31 mmol) was added to a mixture of 3-hydroxy-5-[(1S)-2-methoxy-(1-methylethyl)oxy]-N-(1-methyl-1H-pyrazol-3-yl)benzamide (0.2 g, 0.66 mmol) and 5-(azetidin-1-ylcarbonyl)-2-chloropyridine (129 mg, 0.66 mmol) in acetonitrile (5.0 mL) and the stirred mixture heated at 160° C. in a ‘Biotage initiator Microwave’ for 6 hours. The mixture was allowed to reach RT and pressure and was partitioned between ethyl acetate (50 mL) and water (50 mL). The ethyl acetate layer was ... Reactants: [OH-].[Na+] (NaOH), FC=1C=C(C=CC1OC1=C(C(=CC2=CC(=CC=C12)OC)C)C1=CC=CC=C1)/C=C/C(=O)OCC (ethyl (2E)-3-(3-fluoro-4-{[3-methyl-6-(methyloxy)-2-phenyl-1-naphthalenyl]oxy}phenyl)-2-propenoate), Cl (HCl). Run in C1CCOC1 (THF), CCO (EtOH). Yields the product FC=1C=C(C=CC1OC1=C(C(=CC2=CC(=CC=C12)OC)C)C1=CC=CC=C1)/C=C/C(=O)O ((2E)-3-(3-fluoro-4-{[3-methyl-6-(methyloxy)-2-phenyl-1-naphthalenyl]oxy}phenyl)-2-propenoic acid). Isolated yield 164.2%. RXN SMILES: [F:1][C:2]1[CH:3]=[C:4](/[CH:28]=[CH:29]/[C:30]([O:32]CC)=[O:31])[CH:5]=[CH:6][C:7]=1[O:8][C:9]1[C:18]2[C:13](=[CH:14][C:15]([O:19][CH3:20])=[CH:16][CH:17]=2)[CH:12]=[C:11]([CH3:21])[C:10]=1[C:22]1[CH:27]=[CH:26][CH:25]=[CH:24][CH:23]=1.[OH-].[Na+].Cl>CCO.C1COCC1>[F:1][C:2]1[CH:3]=[C:4](/[CH:28]=[CH:29]/[C:30]([OH:32])=[O:31])[CH:5]=[CH:6][C:7]=1[O:8][C:9]1[C:18]2[C:13](=[CH:14][C:15]([O:19][CH3:20])=[CH:16][CH:17]=2)[CH:12]=[C:11]([CH3:21])[C:10]=1[C:22]1[CH:27]=[CH:26][CH:25]=[CH:24][CH:23]=1 |f:1.2|. Procedure: Compound 25 (130 mg, 0.29 mmol, 1 equiv) was dissolved in EtOH (5 mL) and THF (5 mL). A solution of 1 N NaOH (2.9 mL, 2.85 mmol, 10 equiv)) was added and the solution refluxed for 1.5 h. The reaction was cooled to RT and then acidified to pH 2 with 1 N HCl. The product was extracted with EtOAc (100 mL) and the organic layer was washed with saturated aqueous NaCl (50 mL), dried over Na2SO4, filtered and concentrated to provide the title compound (26) (204 mg, 100%), as a pale yellow solid. 1HNMR ... Starting materials: CCCCCCCCCCCCN(CC)CCO, CCCCCCCCCCCCN(C)CCOc1ccc(CCC(=O)O)cc1, COC(CCc1ccc(O)cc1)(OC)C(F)(F)F. Product: CCCCCCCCCCCCN(CC)CCOc1ccc(CCC(OC)(OC)C(F)(F)F)cc1. RXN SMILES: [CH2:1]([CH2:2][CH2:3][CH2:4][CH2:5][CH2:6][CH2:7][CH2:8][CH2:9][CH2:10][CH2:11][CH3:12])[N:13]([CH2:14][CH3:15])[CH2:16][CH2:17][OH:18].[CH2:37]([N:38]([CH2:39][CH2:40][O:41][c:42]1[cH:43][cH:44][c:45]([CH2:46][CH2:47][C:48]([OH:49])=[O:50])[cH:51][cH:52]1)[CH3:53])[CH2:54][CH2:55][CH2:56][CH2:57][CH2:58][CH2:59][CH2:60][CH2:61][CH2:62][CH2:63][CH3:64].[CH3:19][O:20][C:21]([CH2:22][CH2:23][c:24]1[cH:25][cH:26][c:27]([OH:30])[cH:28][cH:29]1)([C:31]([F:32])([F:33])[F:34])[O:35][CH3:36]>>[CH2:1]([CH2:2][CH2:3][CH2:4][CH2:5][CH2:6][CH2:7][CH2:8][CH2:9][CH2:10][CH2:11][CH3:12])[N:13]([CH2:14][CH3:15])[CH2:16][CH2:17][O:18][c:27]1[cH:26][cH:25][c:24]([CH2:23][CH2:22][C:21]([O:20][CH3:19])([C:31]([F:32])([F:33])[F:34])[O:35][CH3:36])[cH:29][cH:28]1. Reactants: CC1(OB(OC1(C)C)C1=CC(=C(C=C1)OCCCOC1OCCCC1)C(F)(F)F)C (4,4,5,5-tetramethyl-2-(4-(3-(tetrahydro-2H-pyran-2-yloxy)propoxy)-3-(trifluoromethyl)phenyl)-1,3,2-dioxaborolane), C(C)(=O)Cl (Acetyl chloride). Run in CO (MeOH), CO (MeOH). Conditions: time 10 minute. Product: CC1(OB(OC1(C)C)C1=CC(=C(OCCCO)C=C1)C(F)(F)F)C (3-(4-(4,4,5,5-tetramethyl-1,3,2-dioxaborolan-2-yl)-2-(trifluoromethyl)phenoxy)-propan-1-ol). Yield: 101.2%. Reaction SMILES: C(Cl)(=O)C.[CH3:5][C:6]1([CH3:34])[C:10]([CH3:12])([CH3:11])[O:9][B:8]([C:13]2[CH:18]=[CH:17][C:16]([O:19][CH2:20][CH2:21][CH2:22][O:23]C3CCCCO3)=[C:15]([C:30]([F:33])([F:32])[F:31])[CH:14]=2)[O:7]1>CO>[CH3:11][C:10]1([CH3:12])[C:6]([CH3:5])([CH3:34])[O:7][B:8]([C:13]2[CH:18]=[CH:17][C:16]([O:19][CH2:20][CH2:21][CH2:22][OH:23])=[C:15]([C:30]([F:32])([F:33])[F:31])[CH:14]=2)[O:9]1. Procedure details: Acetyl chloride (14.26 ml) was added to MeOH (150 ml) at 0° C. and stirred for 10 minutes. The above mixture was added to 4,4,5,5-tetramethyl-2-(4-(3-(tetrahydro-2H-pyran-2-yloxy)propoxy)-3-(trifluoromethyl)phenyl)-1,3,2-dioxaborolane (43 g) in MeOH (300 ml) and stirred at 50° C. for 1.5 hours. The solvent was removed under reduced pressure, DCM was added to the residue and it was basified with sodium bicarbonate, washed with water, and the DCM was removed under reduced pressure to give expected... The reactants are C(#N)C1=CC=C(C=C1)N=C1NC2(CS1)CCCC2 (2-(4-cyanophenylimino)-3-thia-1-azaspiro[4.4]nonane), C(C(C)C)Br (isobutyl bromide). The product is C(C(C)C)N1C(SCC12CCCC2)=NC2=CC=C(C=C2)C#N (1-isobutyl-2-(4-cyanophenylimino)-3-thia-1-azaspiro[4.4]nonane). RXN SMILES: [C:1]([C:3]1[CH:8]=[CH:7][C:6]([N:9]=[C:10]2[S:14][CH2:13][C:12]3([CH2:18][CH2:17][CH2:16][CH2:15]3)[NH:11]2)=[CH:5][CH:4]=1)#[N:2].[CH2:19](Br)[CH:20]([CH3:22])[CH3:21]>>[CH2:19]([N:11]1[C:12]2([CH2:15][CH2:16][CH2:17][CH2:18]2)[CH2:13][S:14][C:10]1=[N:9][C:6]1[CH:5]=[CH:4][C:3]([C:1]#[N:2])=[CH:8][CH:7]=1)[CH:20]([CH3:22])[CH3:21]. Procedure details: 1-Amino-1-(hydroxymethyl)cyclopentane was synthesized as described in Method B1c. The 2-hydroxyethylamine was reacted with SOCl2 according to Method B7e to give 1-amino-1-(chloromethyl)cyclopentane HCl salt. The 2-chloroethylamine was reacted with 4-cyanophenyl isothiocyanate according to Method C1a to give 2-(4-cyanophenylimino)-3-thia-1-azaspiro[4.4]nonane. The thiazolidine was reacted with isobutyl bromide according to Method D2a to afford 1-isobutyl-2-(4-cyanophenylimino)-3-thia-1-azaspiro[4... Starting materials: OC1CCN(CC1)C(=O)OC(C)(C)C (tert-butyl 4-hydroxypiperidine-1-carboxylate), [H-].[Na+] (NaH), ClCC=1N(C(=CN1)C(C)(C)C1=CC(=C(C=C1)Cl)Cl)C1=CC=C(C=C1)F (2-(chloromethyl)-5-(2-(3,4-dichlorophenyl)propan-2-yl)-1-(4-fluorophenyl)-1H-imidazole). Solvent: C1CCOC1 (THF), C1CCOC1 (THF). Reaction conditions: time 30 minute. Yields the product ClC=1C=C(C=CC1Cl)C(C)(C)C1=CN=C(N1C1=CC=C(C=C1)F)COC1CCN(CC1)C(=O)OC(C)(C)C (tert-butyl 4-((5-(2-(3,4-dichlorophenyl)propan-2-yl)-1-(4-fluorophenyl)-1H-imidazol-2-yl)methoxy)piperidine-1-carboxylate). Isolated yield 57.9%. As a reaction SMILES: [OH:1][CH:2]1[CH2:7][CH2:6][N:5]([C:8]([O:10][C:11]([CH3:14])([CH3:13])[CH3:12])=[O:9])[CH2:4][CH2:3]1.[H-].[Na+].Cl[CH2:18][C:19]1[N:20]([C:35]2[CH:40]=[CH:39][C:38]([F:41])=[CH:37][CH:36]=2)[C:21]([C:24]([C:27]2[CH:32]=[CH:31][C:30]([Cl:33])=[C:29]([Cl:34])[CH:28]=2)([CH3:26])[CH3:25])=[CH:22][N:23]=1>C1COCC1>[Cl:34][C:29]1[CH:28]=[C:27]([C:24]([C:21]2[N:20]([C:35]3[CH:36]=[CH:37][C:38]([F:41])=[CH:39][CH:40]=3)[C:19]([CH2:18][O:1][CH:2]3[CH2:3][CH2:4][N:5]([C:8]([O:10][C:11]([CH3:14])([CH3:13])[CH3:12])=[O:9])[CH2:6][CH2:7]3)=[N:23][CH:22]=2)([CH3:26])[CH3:25])[CH:32]=[CH:31][C:30]=1[Cl:33] |f:1.2|. Reported procedure: To a solution of tert-butyl 4-hydroxypiperidine-1-carboxylate (202 mg, 1 mmol) in anhyd THF (3 mL) was added NaH (60% in mineral oil, 53 mg, 1.32 mmol). The mixture stirred at room temperature for 30 min, then a solution of 2-(chloromethyl)-5-(2-(3,4-dichlorophenyl)propan-2-yl)-1-(4-fluorophenyl)-1H-imidazole (262 mg, 0.66 mmol) in THF (2 mL) was added. After stirring at ambient temperature overnight, the reaction was quenched by addition of MeOH and concentrated in vacuo. The residue was partit...